This data is from the Open Reaction Database (ORD), a public repository of structured organic reaction records. The task is: describe an organic reaction: reactants, conditions, products, and yield Starting materials: CC(=O)CC(C)C, O=C=Nc1cc(NS(=O)(=O)CCl)c(Cl)cc1F, Cl, [Na+], [OH-], O=C(O)C1CC(O)CN1. The product is O=C(O)C1CC(O)CN1C(=O)Nc1cc(NS(=O)(=O)CCl)c(Cl)cc1F. RXN SMILES: [CH2:30]([C:31]([CH3:32])=[O:33])[CH:34]([CH3:35])[CH3:36].[Cl:10][CH2:11][S:12](=[O:13])(=[O:14])[NH:15][c:16]1[c:17]([Cl:26])[cH:18][c:19]([F:25])[c:20]([N:22]=[C:23]=[O:24])[cH:21]1.[ClH:27].[Na+:29].[OH-:28].[OH:1][CH:2]1[CH2:3][NH:4][CH:5]([C:7]([OH:8])=[O:9])[CH2:6]1>>[OH:1][CH:2]1[CH2:3][N:4]([C:23]([NH:22][c:20]2[c:19]([F:25])[cH:18][c:17]([Cl:26])[c:16]([NH:15][S:12]([CH2:11][Cl:10])(=[O:13])=[O:14])[cH:21]2)=[O:24])[CH:5]([C:7]([OH:8])=[O:9])[CH2:6]1.